This data is from the Open Reaction Database (ORD), a public repository of structured organic reaction records. The task is: describe an organic reaction: reactants, conditions, products, and yield Reactants: C1(\C(\C)=C/C(=O)O1)=O (citraconic anhydride), C(CCCCCCCC)N (nonylamine). Solvent: N1=CC=CC=C1 (pyridine). Run at temperature 90 celsius. Yields the product CC=1C(N(C(C1)=O)CCCCCCCCC)=O (3-Methyl-1-nonyl-3-pyrroline-2,5-dione). RXN SMILES: [C:1]1(=[O:8])O[C:5](=[O:6])[CH:4]=[C:2]1[CH3:3].[CH2:9]([NH2:18])[CH2:10][CH2:11][CH2:12][CH2:13][CH2:14][CH2:15][CH2:16][CH3:17]>N1C=CC=CC=1>[CH3:3][C:2]1[C:1](=[O:8])[N:18]([CH2:9][CH2:10][CH2:11][CH2:12][CH2:13][CH2:14][CH2:15][CH2:16][CH3:17])[C:5](=[O:6])[CH:4]=1. Procedure details: A solution of citraconic anhydride (0.1 M) in pyridine (20 ml)was treated with nonylamine (0.1 M). The reaction mixture was heated to 90° C. for six hours. The reaction mixture was then concentrated in vacuo and the residue was extracted into ethyl acetate. The ethyl acetate layer was washed with water and with cold aqueous hydrochloric acid, then dried over sodium sulphate and finally concentrated in vacuo. The residue obtained was chromatographed over silica gel to afford the desired product. The reactants are C1CCOC1, CCOC(=O)CCc1c[nH]c2c(-c3noc(-c4cnc(OC(C)C)c(Cl)c4)n3)cc(F)cc12, Cl, [Na+], [OH-], O. Yields the product CC(C)Oc1ncc(-c2nc(-c3cc(F)cc4c(CCC(=O)O)c[nH]c34)no2)cc1Cl. As a reaction SMILES: [CH2:37]1[O:38][CH2:39][CH2:40][CH2:41]1.[Cl:3][c:4]1[cH:5][c:6](-[c:14]2[n:15][c:16](-[c:19]3[cH:20][c:21]([F:35])[cH:22][c:23]4[c:24]([CH2:28][CH2:29][C:30](=[O:31])[O:32][CH2:33][CH3:34])[cH:25][nH:26][c:27]34)[n:17][o:18]2)[cH:7][n:8][c:9]1[O:10][CH:11]([CH3:12])[CH3:13].[ClH:36].[Na+:2].[OH-:1].[OH2:42]>>[Cl:3][c:4]1[cH:5][c:6](-[c:14]2[n:15][c:16](-[c:19]3[cH:20][c:21]([F:35])[cH:22][c:23]4[c:24]([CH2:28][CH2:29][C:30](=[O:31])[OH:32])[cH:25][nH:26][c:27]34)[n:17][o:18]2)[cH:7][n:8][c:9]1[O:10][CH:11]([CH3:12])[CH3:13].